Dataset: the Open Reaction Database (ORD), a public repository of structured organic reaction records. Task: describe an organic reaction: reactants, conditions, products, and yield Reaction SMILES: [CH2:1]([CH3:2])[O:3][C:4]([CH2:5][N:6]([C:7](=[O:8])[NH:9][n:10]1[c:11](=[O:12])[nH:13][c:14](=[O:15])[c:16]([CH3:17])[cH:18]1)[CH2:19][CH2:20][NH:21][C:22](=[O:23])[O:24][C:25]([CH3:26])([CH3:27])[CH3:28])=[O:29].[CH3:32][CH2:33][OH:34].[Na+:31].[OH-:30]>>[O:3]=[C:4]([CH2:5][N:6]([C:7](=[O:8])[NH:9][n:10]1[c:11](=[O:12])[nH:13][c:14](=[O:15])[c:16]([CH3:17])[cH:18]1)[CH2:19][CH2:20][NH:21][C:22](=[O:23])[O:24][C:25]([CH3:26])([CH3:27])[CH3:28])[OH:29]. Product: Cc1cn(NC(=O)N(CCNC(=O)OC(C)(C)C)CC(=O)O)c(=O)[nH]c1=O. The reactants are CCOC(=O)CN(CCNC(=O)OC(C)(C)C)C(=O)Nn1cc(C)c(=O)[nH]c1=O, CCO, [Na+], [OH-].